Dataset: the Open Reaction Database (ORD), a public repository of structured organic reaction records. Task: describe an organic reaction: reactants, conditions, products, and yield Starting materials: C(C)OC(C(C)(OC1=C(C=C(C=C1)OCC1(CC1)CC#C)C)C)=O (2-methyl-2-[2-methyl-4-(1-prop-2-ynyl-cyclopropylmethoxy)-phenoxy]-propionic acid ethyl ester), IC1=CC=C(C=C1)OC(F)(F)F (1-iodo-4-trifluoromethoxybenzene). The product is C(C)OC(C(C)(OC1=C(C=C(C=C1)OCC1(CC1)CC#CC1=CC=C(C=C1)OC(F)(F)F)C)C)=O (2-Methyl-2-(2-methyl-4-{1-[3-(4-trifluoromethoxy-phenyl)-prop-2-ynyl]-cyclopropylmethoxy}-phenoxy)-propionic acid ethyl ester). As a reaction SMILES: [CH2:1]([O:3][C:4](=[O:24])[C:5]([CH3:23])([O:7][C:8]1[CH:13]=[CH:12][C:11]([O:14][CH2:15][C:16]2([CH2:19][C:20]#[CH:21])[CH2:18][CH2:17]2)=[CH:10][C:9]=1[CH3:22])[CH3:6])[CH3:2].I[C:26]1[CH:31]=[CH:30][C:29]([O:32][C:33]([F:36])([F:35])[F:34])=[CH:28][CH:27]=1>>[CH2:1]([O:3][C:4](=[O:24])[C:5]([CH3:23])([O:7][C:8]1[CH:13]=[CH:12][C:11]([O:14][CH2:15][C:16]2([CH2:19][C:20]#[C:21][C:26]3[CH:27]=[CH:28][C:29]([O:32][C:33]([F:34])([F:35])[F:36])=[CH:30][CH:31]=3)[CH2:18][CH2:17]2)=[CH:10][C:9]=1[CH3:22])[CH3:6])[CH3:2]. Procedure details: In analogy to the procedure described in example 24E), reaction of 2-methyl-2-[2-methyl-4-(1-prop-2-ynyl-cyclopropylmethoxy)-phenoxy]-propionic acid ethyl ester (example 35I]) and 1-iodo-4-trifluoromethoxybenzene gave the title compound as light yellow oil. The reactants are CC=1C=[N+](C=C(C1[N+](=O)[O-])C)[O-].S(=O)(=O)(OC)OC (3,5-Dimethyl-4-nitropyridine-N-Oxide dimethyl Sulphate), S(=O)(=O)([O-])OOS(=O)(=O)[O-].[NH4+].[NH4+] (ammonium persulfate). The solvent is CO (methanol), O (water). Reaction conditions: time 4 hour. Product: CC=1C(=NC=C(C1[N+](=O)[O-])C)CO (3,5-Dimethyl-2-hydroxymethyl-4-nitropyridine). RXN SMILES: [CH3:1][C:2]1[CH:3]=[N+:4]([O-])[CH:5]=[C:6]([CH3:11])[C:7]=1[N+:8]([O-:10])=[O:9].S(OC)([O:16][CH3:17])(=O)=O.S(OOS([O-])(=O)=O)([O-])(=O)=O.[NH4+].[NH4+]>CO.O>[CH3:1][C:2]1[C:3]([CH2:17][OH:16])=[N:4][CH:5]=[C:6]([CH3:11])[C:7]=1[N+:8]([O-:10])=[O:9] |f:0.1,2.3.4|. Reported procedure: 3,5-Dimethyl-4-nitropyridine-N-Oxide-dimethyl sulfate adduct (VI) (220 gm, 0.75 mole) was dissolved in methanol (1.0 ltr) and the solution heated to reflux. A solution of ammonium persulfate (140 gm) in water (200 ml) was added dropwise over 4 hours after which reflux was continued for 4 hours. Methanol was distilled off under reduced pressure and the residue was basified to pH 10 by addition of caustic lye (105 ml). The mixture was extracted with dichloromethane (2×400 ml). The dichloromethane ... Reactants: CCc1nc2cc(Cl)ccc2n1CCCO, ClC(Cl)Cl, O=S(Cl)Cl. Product: CCc1nc2cc(Cl)ccc2n1CCCCl. As a reaction SMILES: [Cl:1][c:2]1[cH:3][c:4]2[c:5]([n:6]([CH2:11][CH2:12][CH2:13][OH:14])[c:7]([CH2:9][CH3:10])[n:8]2)[cH:15][cH:16]1.[Cl:21][CH:22]([Cl:23])[Cl:24].[S:17]([Cl:18])([Cl:19])=[O:20]>>[Cl:1][c:2]1[cH:3][c:4]2[c:5]([n:6]([CH2:11][CH2:12][CH2:13][Cl:19])[c:7]([CH2:9][CH3:10])[n:8]2)[cH:15][cH:16]1. Reactants: ClC1=CC=CC2=C1C(N(CC=1N2C=NC1C(=O)O)C)=O (7-chloro-5,6-dihydro-5-methyl-6-oxo-4H-imidazo[1,5-a][1,4]benzodiazepine-3-carboxylic acid), O (water). Run in CN(C=O)C (N,N-dimethylformamide). Conditions: time 2 hour. The product is ClC1=CC=CC2=C1C(N(CC=1N2C=NC1C(=O)N1C=NC=C1)C)=O (1-[[7-chloro-5,6-dihydro-5-methyl-6-oxo-4H-imidazo[1,5-a][1,4]benzodiazepin-3-yl]carbonyl]imidazole). As a reaction SMILES: [Cl:1][C:2]1[C:7]2[C:8](=[O:20])[N:9]([CH3:19])[CH2:10][C:11]3[N:12]([CH:13]=[N:14][C:15]=3[C:16]([OH:18])=O)[C:6]=2[CH:5]=[CH:4][CH:3]=1.O>CN(C)C=O>[Cl:1][C:2]1[C:7]2[C:8](=[O:20])[N:9]([CH3:19])[CH2:10][C:11]3[N:12]([CH:13]=[N:14][C:15]=3[C:16]([N:12]3[CH:11]=[CH:15][N:14]=[CH:13]3)=[O:18])[C:6]=2[CH:5]=[CH:4][CH:3]=1. Reported procedure: 7.3 g (25 mmol) of 7-chloro-5,6-dihydro-5-methyl-6-oxo-4H-imidazo[1,5-a][1,4]benzodiazepine-3-carboxylic acid are suspended in 50 ml of N,N-dimethylformamide, whereupon the suspension is treated with 5.67 g (34 mmol) of 1,1'-carbonyldiimazole and the mixture is stirred at room temperature for a further 0.75 hour and subsequently at 60° for 2 hours. The mixture is then poured into 100 ml of water, the product is filtered off under suction after 1 hour, rinsed with water and dried at 80° in a high... Starting materials: CCCC[N+](CCCC)(CCCC)CCCC.[F-] (TBAF), [Si](C)(C)(C(C)(C)C)OCCC=1C=C(SC1)CN1CCC2(CN(CC(O2)(F)F)C(=O)C=2N=C(SC2)C(C)C)CC1 ((9-((4-(2-(tert-butyldimethylsilyloxy)ethyl)thiophen-2-yl)methyl)-2,2-difluoro-1-oxa-4,9-diazaspiro[5.5]undecan-4-yl)(2-isopropylthiazol-4-yl)methanone). The solvent is C1CCOC1 (THF). Reaction conditions: time 1 hour. Yields the product FC1(OC2(CN(C1)C(=O)C=1N=C(SC1)C(C)C)CCN(CC2)CC=2SC=C(C2)CCO)F ((2,2-Difluoro-9-((4-(2-hydroxyethyl)thiophen-2-yl)methyl)-1-oxa-4,9-diazaspiro[5.5]undecan-4-yl)(2-isopropylthiazol-4-yl)methanone). Reaction SMILES: CCCC[N+](CCCC)(CCCC)CCCC.[F-].[Si]([O:26][CH2:27][CH2:28][C:29]1[CH:30]=[C:31]([CH2:34][N:35]2[CH2:57][CH2:56][C:38]3([O:43][C:42]([F:45])([F:44])[CH2:41][N:40]([C:46]([C:48]4[N:49]=[C:50]([CH:53]([CH3:55])[CH3:54])[S:51][CH:52]=4)=[O:47])[CH2:39]3)[CH2:37][CH2:36]2)[S:32][CH:33]=1)(C(C)(C)C)(C)C>C1COCC1>[F:45][C:42]1([F:44])[CH2:41][N:40]([C:46]([C:48]2[N:49]=[C:50]([CH:53]([CH3:54])[CH3:55])[S:51][CH:52]=2)=[O:47])[CH2:39][C:38]2([CH2:56][CH2:57][N:35]([CH2:34][C:31]3[S:32][CH:33]=[C:29]([CH2:28][CH2:27][OH:26])[CH:30]=3)[CH2:36][CH2:37]2)[O:43]1 |f:0.1|. Reported procedure: TBAF (1M in THF, 1.5 mL) was added to a stirred solution of (9-((4-(2-(tert-butyldimethylsilyloxy)ethyl)thiophen-2-yl)methyl)-2,2-difluoro-1-oxa-4,9-diazaspiro[5.5]undecan-4-yl)(2-isopropylthiazol-4-yl)methanone (example 51, step a) (0.30 g) in THF (3 mL). After 1 h, the reaction was evaporated in vacuo to a gum. Purification by silica gel chromatography eluting with ethyl acetate:triethylamine, 20:1 gave the subtitled compound as a gum. Yield 0.2 g. The product is c1ccc(COc2ccc3ccn(-c4ccccc4)c3c2)cc1. As a reaction SMILES: [CH2:1]([c:2]1[cH:3][cH:4][cH:5][cH:6][cH:7]1)[O:8][c:9]1[cH:10][cH:11][c:12]2[cH:13][cH:14][nH:15][c:16]2[cH:17]1.[I:18][c:19]1[cH:20][cH:21][cH:22][cH:23][cH:24]1>>[CH2:1]([c:2]1[cH:3][cH:4][cH:5][cH:6][cH:7]1)[O:8][c:9]1[cH:10][cH:11][c:12]2[cH:13][cH:14][n:15](-[c:19]3[cH:20][cH:21][cH:22][cH:23][cH:24]3)[c:16]2[cH:17]1. Reactants: c1ccc(COc2ccc3cc[nH]c3c2)cc1, Ic1ccccc1. Starting materials: C[C@]12CC[C@@]3([C@@H]([C@H]2CCC2[C@]4(CC=C(C([C@@H]4CC[C@@]12C)(C)C)OS(=O)(=O)C(F)(F)F)C)[C@@H](CC3)C(=C)C)C(=O)OCC3=CC=CC=C3 ((1R,3aS,5aR,5bR,7aR,11aR,13aR,13bR)-benzyl 5a,5b,8,8,11a-pentamethyl-1-(prop-1-en-2-yl)-9-(trifluoromethylsulfonyloxy)-2,3,3a,4,5,5a,5b,6,7,7a,8,11,11a,11b,12,13,13a,13b-octadecahydro-1H-cyclopenta[a]chrysene-3a-carboxylate), B(O)(O)C1=CC=C(C=C1)CCC(=O)O (3-(4-boronophenyl)propanoic acid), C([O-])([O-])=O.[Na+].[Na+] (sodium carbonate). The reagents and catalysts are C=1C=CC(=CC1)[P](C=2C=CC=CC2)(C=3C=CC=CC3)[Pd]([P](C=4C=CC=CC4)(C=5C=CC=CC5)C=6C=CC=CC6)([P](C=7C=CC=CC7)(C=8C=CC=CC8)C=9C=CC=CC9)[P](C=1C=CC=CC1)(C=1C=CC=CC1)C=1C=CC=CC1 (Pd(Ph3P)4). The solvent is COCCOC (DME), O (Water). Conditions: temperature 100 celsius. Product: C(C1=CC=CC=C1)OC(=O)[C@]12[C@@H]([C@H]3CCC4[C@]5(CC=C(C([C@@H]5CC[C@]4([C@@]3(CC1)C)C)(C)C)C1=CC=C(C=C1)CCC(=O)O)C)[C@@H](CC2)C(=C)C (3-(4-((1R,3aS,5aR,5bR,7aR,11aS,13aR,13bR)-3a-(benzyloxycarbonyl)-5a,5b,8,8,11a-pentamethyl-1-(prop-1-en-2-yl)-2,3,3a,4,5,5a,5b,6,7,7a,8,11,11a,11b,12,13,13a,13b-octadecahydro-1H-cyclopenta[a]chrysen-9-yl)phenyl)propanoic acid). As a reaction SMILES: [CH3:1][C@:2]12[C@@:19]3([CH3:20])[CH:10]([C@:11]4([CH3:31])[C@@H:16]([CH2:17][CH2:18]3)[C:15]([CH3:22])([CH3:21])[C:14](OS(C(F)(F)F)(=O)=O)=[CH:13][CH2:12]4)[CH2:9][CH2:8][C@@H:7]1[C@H:6]1[C@H:32]([C:35]([CH3:37])=[CH2:36])[CH2:33][CH2:34][C@:5]1(C(OCC1C=CC=CC=1)=O)[CH2:4][CH2:3]2.B([C:51]1[CH:56]=[CH:55][C:54]([CH2:57][CH2:58][C:59]([OH:61])=[O:60])=[CH:53][CH:52]=1)(O)O.[C:62](=[O:65])([O-:64])[O-].[Na+].[Na+]>COCCOC.O.C1C=CC([P]([Pd]([P](C2C=CC=CC=2)(C2C=CC=CC=2)C2C=CC=CC=2)([P](C2C=CC=CC=2)(C2C=CC=CC=2)C2C=CC=CC=2)[P](C2C=CC=CC=2)(C2C=CC=CC=2)C2C=CC=CC=2)(C2C=CC=CC=2)C2C=CC=CC=2)=CC=1>[CH2:1]([O:64][C:62]([C@:5]12[CH2:34][CH2:33][C@@H:32]([C:35]([CH3:37])=[CH2:36])[C@@H:6]1[C@@H:7]1[C@@:2]([CH3:1])([CH2:3][CH2:4]2)[C@@:19]2([CH3:20])[CH:10]([C@:11]3([CH3:31])[C@@H:16]([CH2:17][CH2:18]2)[C:15]([CH3:22])([CH3:21])[C:14]([C:51]2[CH:56]=[CH:55][C:54]([CH2:57][CH2:58][C:59]([OH:61])=[O:60])=[CH:53][CH:52]=2)=[CH:13][CH2:12]3)[CH2:9][CH2:8]1)=[O:65])[C:2]1[CH:7]=[CH:6][CH:5]=[CH:4][CH:3]=1 |f:2.3.4,^1:78,80,99,118|. Procedure: A mixture of (1R,3aS,5aR,5bR,7aR,11aR,13aR,13bR)-benzyl 5a,5b,8,8,11a-pentamethyl-1-(prop-1-en-2-yl)-9-(trifluoromethylsulfonyloxy)-2,3,3a,4,5,5a,5b,6,7,7a,8,11,11a,11b,12,13,13a,13b-octadecahydro-1H-cyclopenta[a]chrysene-3a-carboxylate (100 mg, 0.148 mmol), 3-(4-boronophenyl)propanoic acid (43.0 mg, 0.222 mmol), Pd(Ph3P)4 (17.07 mg, 0.015 mmol) and sodium carbonate (78 mg, 0.739 mmol) in DME (1 mL) and Water (1 mL) was heated to 100° C. for 1.5 hours. LCMS indicated desired product was formed. ... The reactants are CCOC(=O)/N=N/C(=O)OCC (diethylazodicarboxylate), C1(=CC=CC=C1)C1=CC=C(C=C1)O (4-phenylphenol), C1(=CC=CC=C1)P(C1=CC=CC=C1)C1=CC=CC=C1 (triphenylphosphine), C([C@H](O)C)(=O)OCC ((R)-(+)-ethyl lactate). Solvent: O1CCCC1 (tetrahydrofuran). The product is C1(=CC=C(C=C1)O[C@H](C(=O)OCC)C)C1=CC=CC=C1 ((2S)-2-(Biphenyl-4-yloxy)propanoic acid, ethyl ester). RXN SMILES: CCOC(/N=N/C(OCC)=O)=O.C1(P(C2C=CC=CC=2)C2C=CC=CC=2)C=CC=CC=1.[C:32]([O:37][CH2:38][CH3:39])(=[O:36])[C@@H:33]([CH3:35])[OH:34].[C:40]1([C:46]2[CH:51]=[CH:50][C:49](O)=[CH:48][CH:47]=2)[CH:45]=[CH:44][CH:43]=[CH:42][CH:41]=1>O1CCCC1>[C:40]1([C:46]2[CH:47]=[CH:48][CH:49]=[CH:50][CH:51]=2)[CH:45]=[CH:44][C:43]([O:34][C@@H:33]([CH3:35])[C:32]([O:37][CH2:38][CH3:39])=[O:36])=[CH:42][CH:41]=1. Procedure: Prepared according to the method described in Example 1a) from diethylazodicarboxylate (6.74 ml), triphenylphosphine (13.11 g), (R)-(+)-ethyl lactate (5.67 ml) and 4-phenylphenol (8.51 g) in dry tetrahydrofuran (125 ml). The residue obtained after work-up was purified by column chromatography over silica eluting with isohexane:dichloromethane (2:3) to give the sub-title compound as an oil (11.3 g). The reactants are ClC=1C=C(C(=O)OCC)C=CC1NC(CO)C (ethyl 3-chloro-4-(2-hydroxy-1-methyl-ethylamino)-benzoate), O (water), [H-].[Na+] (sodium hydride), BrCC(=O)OC(C)(C)C (tert.-butyl bromoacetate). The solvent is CN(C)C=O (DMF). Reaction conditions: time 5 minute. Product: C(C)(C)(C)OC(=O)COCC(C)NC1=C(C=C(C(=O)OCC)C=C1)Cl (ethyl 4-[2-(tert.-butoxycarbonyl-methoxy)-1-methyl-ethylamino]-3-chlorobenzoate). Reaction SMILES: [Cl:1][C:2]1[CH:3]=[C:4]([CH:10]=[CH:11][C:12]=1[NH:13][CH:14]([CH3:17])[CH2:15][OH:16])[C:5]([O:7][CH2:8][CH3:9])=[O:6].[H-].[Na+].Br[CH2:21][C:22]([O:24][C:25]([CH3:28])([CH3:27])[CH3:26])=[O:23].O>CN(C=O)C>[C:25]([O:24][C:22]([CH2:21][O:16][CH2:15][CH:14]([NH:13][C:12]1[CH:11]=[CH:10][C:4]([C:5]([O:7][CH2:8][CH3:9])=[O:6])=[CH:3][C:2]=1[Cl:1])[CH3:17])=[O:23])([CH3:28])([CH3:27])[CH3:26] |f:1.2|. Reported procedure: 1.12 g (4.35 mmol) ethyl 3-chloro-4-(2-hydroxy-1-methyl-ethylamino)-benzoate are combined in 10 ml DMF with 0.21 g (4.78 mmol) 55% sodium hydride dispersion and stirred for 5 min at ambient temperature. Then 0.67 ml tert.-butyl bromoacetate are added and the mixture is stirred for a further 16 h at ambient temperature. Then the reaction mixture is poured into water and extracted with ethyl acetate. The combined organic phases are washed with water and sat. sodium chloride solution, dried over so... The reactants are OCC=1C=C(C=CC1)NC(=S)NCC(F)(F)F (1-(3-hydroxymethylphenyl)-3-(2,2,2-trifluoroethyl)thiourea), mercuric oxide, N (ammonia). The product is OCC=1C=C(C=CC1)NC(=N)NCC(F)(F)F (1-(3-hydroxymethylphenyl)-3-(2,2,2-trifluoroethyl)guanidine). RXN SMILES: [OH:1][CH2:2][C:3]1[CH:4]=[C:5]([NH:9][C:10]([NH:12][CH2:13][C:14]([F:17])([F:16])[F:15])=S)[CH:6]=[CH:7][CH:8]=1.[NH3:18]>>[OH:1][CH2:2][C:3]1[CH:4]=[C:5]([NH:9][C:10]([NH:12][CH2:13][C:14]([F:17])([F:16])[F:15])=[NH:18])[CH:6]=[CH:7][CH:8]=1. Procedure details: The above thiourea (1.32 g.) was stirred in 1.6N alcoholic ammonia (50 ml.) with mercuric oxide (3.4 g.) for 17 hours at 20°. The resulting mixture was clarified on the centrifuge and the supernatant was evaporated in vacuo to a syrup which was further dried at 70°/0.1 m.m. to give 1-(3-hydroxymethylphenyl)-3-(2,2,2-trifluoroethyl)guanidine. The n.m.r. spectrum in d6 dimethylsulphoxide using tetramethyl silane as internal standard (δ=0) had the following resonances (δ): 6.9 (4H, multiplet); 4.4 ...